The task is: describe an organic reaction: reactants, conditions, products, and yield. This data is from the Open Reaction Database (ORD), a public repository of structured organic reaction records. Reactants: C(C)(C)(C)OC(=O)NCC(O)C=1SC=CC1 (2-t-butoxycarbonylamino-1-(2-thienyl)ethanol), P(Cl)(Cl)(Cl)(Cl)Cl (phosphorus pentachloride). Product: C(C)(C)(C)OC(=O)NCC(C=1SC=CC1)Cl (2-t-Butoxycarbonylamino-1-chloro-1-(2-thienyl)ethane). RXN SMILES: [C:1]([O:5][C:6]([NH:8][CH2:9][CH:10]([C:12]1[S:13][CH:14]=[CH:15][CH:16]=1)O)=[O:7])([CH3:4])([CH3:3])[CH3:2].P(Cl)(Cl)(Cl)(Cl)[Cl:18]>>[C:1]([O:5][C:6]([NH:8][CH2:9][CH:10]([Cl:18])[C:12]1[S:13][CH:14]=[CH:15][CH:16]=1)=[O:7])([CH3:4])([CH3:3])[CH3:2]. Reported procedure: Following the procedure described in Example 42(b), 15 g of 2-t-butoxycarbonylamino-1-(2-thienyl)ethanol were chlorinated using phosphorus pentachloride to afford 13.6 g of the title product as crystals melting at 40°-43° C. This substance was used for next step without purification because it was decomposed by silica gel column chromatography. The reactants are [Br-], CCC(CC)c1cc(C)nn2c(I)c(C)nc12, C1CCOC1, Cc1ccsc1[Zn+], CCOC(C)=O. Yields the product CCC(CC)c1cc(C)nn2c(-c3sccc3C)c(C)nc12. As a reaction SMILES: [Br-:18].[CH2:1]([CH3:2])[CH:3]([CH2:4][CH3:5])[c:6]1[c:7]2[n:8]([n:9][c:10]([CH3:12])[cH:11]1)[c:13]([I:17])[c:14]([CH3:16])[n:15]2.[CH2:26]1[O:27][CH2:28][CH2:29][CH2:30]1.[CH3:19][c:20]1[c:21]([Zn+:25])[s:22][cH:23][cH:24]1.[CH3:31][CH2:32][O:33][C:34]([CH3:35])=[O:36]>>[CH2:1]([CH3:2])[CH:3]([CH2:4][CH3:5])[c:6]1[c:7]2[n:8]([n:9][c:10]([CH3:12])[cH:11]1)[c:13](-[c:21]1[c:20]([CH3:19])[cH:24][cH:23][s:22]1)[c:14]([CH3:16])[n:15]2. The reactants are CC(C)(C)NS(=O)(=O)c1ccc(B2OC(C)(C)C(C)(C)O2)s1, Fc1ccc(-c2cc(C(F)(F)F)nc(-c3ccnc(Cl)c3)n2)cc1F. The product is CC(C)(C)NS(=O)(=O)c1ccc(-c2cc(-c3nc(-c4ccc(F)c(F)c4)cc(C(F)(F)F)n3)ccn2)s1. Reaction SMILES: [C:26]([CH3:27])([CH3:28])([CH3:29])[NH:30][S:31](=[O:32])(=[O:33])[c:34]1[s:35][c:36]([B:39]2[O:40][C:41]([CH3:42])([CH3:43])[C:44]([CH3:45])([CH3:46])[O:47]2)[cH:37][cH:38]1.[Cl:1][c:2]1[n:3][cH:4][cH:5][c:6](-[c:8]2[n:9][c:10]([C:22]([F:23])([F:24])[F:25])[cH:11][c:12](-[c:14]3[cH:15][c:16]([F:21])[c:17]([F:20])[cH:18][cH:19]3)[n:13]2)[cH:7]1>>[c:2]1(-[c:36]2[s:35][c:34]([S:31]([NH:30][C:26]([CH3:27])([CH3:28])[CH3:29])(=[O:32])=[O:33])[cH:38][cH:37]2)[n:3][cH:4][cH:5][c:6](-[c:8]2[n:9][c:10]([C:22]([F:23])([F:24])[F:25])[cH:11][c:12](-[c:14]3[cH:15][c:16]([F:21])[c:17]([F:20])[cH:18][cH:19]3)[n:13]2)[cH:7]1. The reactants are N#CBr (Cyanogen bromide), CC(C)(C)C=1C=C(C=C(C1O)C(C)(C)C)SCCC(=O)NN (3-[[3,5-bis(1,1-dimethylethyl)-4-hydroxyphenyl]thio]propanoic acid hydrazide), C([O-])(O)=O.[Na+] (sodium bicarbonate). The solvent is C(C)(=O)OCC (ethyl acetate), O1CCOCC1 (dioxane), O (water). Run at time 5 hour. Product: NC1=NN=C(O1)CCSC1=CC(=C(C(=C1)C(C)(C)C)O)C(C)(C)C (4-[[2-(5-amino-1,3,4-oxadiazol-2-yl)ethyl]thio]-2,6-bis(1,1-dimethylethyl)phenol). Isolated yield 78.0%. RXN SMILES: [CH3:1][C:2]([C:5]1[CH:6]=[C:7]([S:16][CH2:17][CH2:18][C:19]([NH:21][NH2:22])=[O:20])[CH:8]=[C:9]([C:12]([CH3:15])([CH3:14])[CH3:13])[C:10]=1[OH:11])([CH3:4])[CH3:3].C(=O)(O)[O-].[Na+].[N:28]#[C:29]Br>O1CCOCC1.O.C(OCC)(=O)C>[NH2:28][C:29]1[O:20][C:19]([CH2:18][CH2:17][S:16][C:7]2[CH:8]=[C:9]([C:12]([CH3:13])([CH3:14])[CH3:15])[C:10]([OH:11])=[C:5]([C:2]([CH3:1])([CH3:3])[CH3:4])[CH:6]=2)=[N:21][N:22]=1 |f:1.2|. Reported procedure: A solution of 3-[[3,5-bis(1,1-dimethylethyl)-4-hydroxyphenyl]thio]propanoic acid hydrazide (0.50 g, 1.54 mmol) in dioxane (15 mL) is added to a solution of sodium bicarbonate (0.14 g, 1.62 mmol) in water (4 mL). Cyanogen bromide (0.17 g, 1.62 mmol) is added in four equal portions at 1-minute intervals, and stirring is continued for 5 hours. The reaction mixture is diluted with ethyl acetate and sequentially washed with aqueous sodium bicarbonate, water, and brine. Drying the organic phase over m... Reactants: NCC1=CC=C(C(=O)O)C=C1 (4-(aminomethyl)benzoic acid), Cl[Si](C)(C)C (chlorotrimethylsilane). The solvent is CO (methanol). Run at time 30 minute. Product: NCC1=CC=C(C(=O)OC)C=C1 (methyl 4-(aminomethyl)benzoate). The yield is 114.5%. As a reaction SMILES: [NH2:1][CH2:2][C:3]1[CH:11]=[CH:10][C:6]([C:7]([OH:9])=[O:8])=[CH:5][CH:4]=1.Cl[Si](C)(C)[CH3:14]>CO>[NH2:1][CH2:2][C:3]1[CH:4]=[CH:5][C:6]([C:7]([O:9][CH3:14])=[O:8])=[CH:10][CH:11]=1. Procedure details: The mixture of 4-(aminomethyl)benzoic acid (1.0 g, 6.61 mmol) and chlorotrimethylsilane (3.35 mL, 26.44 mmol) was stirred for 30 minutes at room temperature, and anhydrous methanol (20 mL) was added thereto. The reaction mixture was stirred for 48 hours and then vacuum distilled to give methyl 4-(aminomethyl)benzoate (1.25 g, 94%). 1H NMR (500 MHz, D2O) δ 8.02 (d, 2H, J=6.4 Hz), 7.51 (d, 2H, J=8.2 Hz), 4.20 (s, 2H), 3.88 (s, 3H). Product: CN(CC=1CN(OC1)C(C)C)C(=O)N[C@@H](C(C)C)C(=O)N[C@H](C[C@@H]([C@H](CC1=CC=CC=C1)NC(=O)OCC1=CC=NO1)O)CC1=CC=CC=C1 ((2S,3S,5S)-5-(N-(N-((N-Methyl-N-((2-isopropyl-4-isoxazolyl)methyl)amino)carbonyl)valinyl)amino)-2-(N-((5-isoxazolyl)methoxycarbonyl)amino)-1,6-diphenyl-3-hydroxyhexane). The yield is 80.0%. Run in ClCCl (dichloromethane). Reaction SMILES: [NH2:1][C@@H:2]([CH2:24][C:25]1[CH:30]=[CH:29][CH:28]=[CH:27][CH:26]=1)[CH2:3][C@H:4]([OH:23])[C@@H:5]([NH:13][C:14]([O:16][CH2:17][C:18]1[O:22][N:21]=[CH:20][CH:19]=1)=[O:15])[CH2:6][C:7]1[CH:12]=[CH:11][CH:10]=[CH:9][CH:8]=1.[CH3:31][N:32]([C:42]([NH:44][C@H:45]([C:49]([OH:51])=O)[CH:46]([CH3:48])[CH3:47])=[O:43])[CH2:33][C:34]1N=C(C(C)C)O[CH:38]=1.[CH3:52][OH:53]>ClCCl>[CH3:31][N:32]([C:42]([NH:44][C@H:45]([C:49]([NH:1][C@@H:2]([CH2:24][C:25]1[CH:26]=[CH:27][CH:28]=[CH:29][CH:30]=1)[CH2:3][C@H:4]([OH:23])[C@@H:5]([NH:13][C:14]([O:16][CH2:17][C:18]1[O:22][N:21]=[CH:20][CH:19]=1)=[O:15])[CH2:6][C:7]1[CH:8]=[CH:9][CH:10]=[CH:11][CH:12]=1)=[O:51])[CH:46]([CH3:47])[CH3:48])=[O:43])[CH2:33][C:34]1[CH2:38][N:1]([CH:2]([CH3:24])[CH3:3])[O:53][CH:52]=1. Reactants: N[C@H](C[C@@H]([C@H](CC1=CC=CC=C1)NC(=O)OCC1=CC=NO1)O)CC1=CC=CC=C1 ((2S,3S,5S)-5-amino-2-(N-((5-isoxazolyl)methoxycarbonyl)amino)-1,6-diphenyl-3-hydroxyhexane), CN(CC=1N=C(OC1)C(C)C)C(=O)N[C@@H](C(C)C)C(=O)O (N-((N-methyl-N-((2-isopropyl-4-oxazolyl)methyl)amino)carbonyl)-L-valine), CO (methanol). Reported procedure: Using the procedure of Example 1U but replacing (2S,3S,5S)-5-amino-2-(N-((5-thiazolyl)-methoxycarbonyl)amino)-1,6-diphenyl-3-hydroxyhexane with (2S,3S,5S)-5-amino-2-(N-((5-isoxazolyl)methoxycarbonyl)amino)-1,6-diphenyl-3-hydroxyhexane and replacing N-((N-methyl-N-((2-isopropyl-4-thiazolyl)methyl)amino)carbonyl)-L-valine with N-((N-methyl-N-((2-isopropyl-4-oxazolyl)methyl)amino)carbonyl)-L-valine provided, after silica gel chromatography using a gradient of 1-4% methanol in dichloromethane, 225 m... Starting materials: CCO, Cl, N#CCCCOc1cccc(CN2CCCCC2)c1, C1COCCO1. Product: Cl, CCOC(=N)CCCOc1cccc(CN2CCCCC2)c1. Reaction SMILES: [CH3:21][CH2:22][OH:23].[ClH:20].[N:1]1([CH2:7][c:8]2[cH:9][c:10]([O:11][CH2:12][CH2:13][CH2:14][C:15]#[N:16])[cH:17][cH:18][cH:19]2)[CH2:2][CH2:3][CH2:4][CH2:5][CH2:6]1.[O:24]1[CH2:25][CH2:26][O:27][CH2:28][CH2:29]1>>[ClH:20].[N:1]1([CH2:7][c:8]2[cH:9][c:10]([O:11][CH2:12][CH2:13][CH2:14][C:15](=[NH:16])[O:23][CH2:22][CH3:21])[cH:17][cH:18][cH:19]2)[CH2:2][CH2:3][CH2:4][CH2:5][CH2:6]1.